This data is from the Open Reaction Database (ORD), a public repository of structured organic reaction records. The task is: describe an organic reaction: reactants, conditions, products, and yield The reactants are C1(=CC=CC=C1)P(C1=CC=CC=C1)C1=CC=CC=C1 (triphenylphosphine), CCOC(=O)/N=N/C(=O)OCC (DEAD), ClC1=CN=NC2=CC(=C(C=C12)OC)O (4-chloro-7-hydroxy-6-methoxycinnoline), C(C)(C)(C)OC(=O)N1CCC(CC1)CO (1-(tert-butoxycarbonyl)-4-hydroxymethylpiperidine). The solvent is C(Cl)Cl (methylene chloride). Conditions: time 1 hour. The product is C(C)(C)(C)OC(=O)N1CCC(CC1)COC1=C(C=C2C(=CN=NC2=C1)Cl)OC (7-(1-tert-butoxycarbonylpiperidin-4-ylmethoxy)-4-chloro-6-methoxycinnoline). Yield: 19.7%. RXN SMILES: CCOC(/N=N/C(OCC)=O)=O.[Cl:13][C:14]1[C:23]2[C:18](=[CH:19][C:20]([OH:26])=[C:21]([O:24][CH3:25])[CH:22]=2)[N:17]=[N:16][CH:15]=1.[C:27]([O:31][C:32]([N:34]1[CH2:39][CH2:38][CH:37]([CH2:40]O)[CH2:36][CH2:35]1)=[O:33])([CH3:30])([CH3:29])[CH3:28].C1(P(C2C=CC=CC=2)C2C=CC=CC=2)C=CC=CC=1>C(Cl)Cl>[C:27]([O:31][C:32]([N:34]1[CH2:39][CH2:38][CH:37]([CH2:40][O:26][C:20]2[CH:19]=[C:18]3[C:23]([C:14]([Cl:13])=[CH:15][N:16]=[N:17]3)=[CH:22][C:21]=2[O:24][CH3:25])[CH2:36][CH2:35]1)=[O:33])([CH3:30])([CH3:28])[CH3:29]. Reported procedure: DEAD (1.46 g, 8.38 mmol) was added to a suspension of 4-chloro-7-hydroxy-6-methoxycinnoline (1.47 g, 6.98 mmol), (prepared as described for the starting material in Example 1), 1-(tert-butoxycarbonyl)-4-hydroxymethylpiperidine (1.65 g, 7.68 mmol), (prepared as described for the starting material in Example 6), and triphenylphosphine (2.74 g) in methylene chloride (40 ml). The mixture was stirred for 1 hour at ambient temperature, then poured onto silica and eluted with a gradient of ethyl acetat... Starting materials: Cl.N[C@@H]1CC[C@H](CC1)NC(=O)C1=C(NC2=C1N=CN=C2C2=C(C=CC(=C2)F)OCC2CC2)C (N-(trans-4-aminocyclohexyl)-4-[2-(cyclopropylmethoxy)-5-fluorophenyl]-6-methyl-5H-pyrrolo[3,2-d]pyrimidine-7-carboxamide hydrochloride), C(C)(=O)OCC(=O)Cl (2-chloro-2-oxoethyl acetate). The product is C1(CC1)COC1=C(C=C(C=C1)F)C=1C2=C(N=CN1)C(=C(N2)C)C(=O)N[C@@H]2CC[C@H](CC2)NC(CO)=O (4-[2-(Cyclopropylmethoxy)-5-fluorophenyl]-N-[trans-4-(glycoloylamino)cyclohexyl]-6-methyl-5H-pyrrolo[3,2-d]pyrimidine-7-carboxamide). As a reaction SMILES: Cl.[NH2:2][C@H:3]1[CH2:8][CH2:7][C@H:6]([NH:9][C:10]([C:12]2[C:16]3[N:17]=[CH:18][N:19]=[C:20]([C:21]4[CH:26]=[C:25]([F:27])[CH:24]=[CH:23][C:22]=4[O:28][CH2:29][CH:30]4[CH2:32][CH2:31]4)[C:15]=3[NH:14][C:13]=2[CH3:33])=[O:11])[CH2:5][CH2:4]1.C([O:37][CH2:38][C:39](Cl)=[O:40])(=O)C>>[CH:30]1([CH2:29][O:28][C:22]2[CH:23]=[CH:24][C:25]([F:27])=[CH:26][C:21]=2[C:20]2[C:15]3[NH:14][C:13]([CH3:33])=[C:12]([C:10]([NH:9][C@H:6]4[CH2:7][CH2:8][C@H:3]([NH:2][C:38](=[O:37])[CH2:39][OH:40])[CH2:4][CH2:5]4)=[O:11])[C:16]=3[N:17]=[CH:18][N:19]=2)[CH2:31][CH2:32]1 |f:0.1|. Procedure: Starting from N-(trans-4-aminocyclohexyl)-4-[2-(cyclopropylmethoxy)-5-fluorophenyl]-6-methyl-5H-pyrrolo[3,2-d]pyrimidine-7-carboxamide hydrochloride (example D.f13) and commercially available 2-chloro-2-oxoethyl acetate the title compound is obtained as colorless solid. The reactants are CN(C1=CC=C(C=N1)B(O)O)C ([6-(Dimethylamino)-3-pyridinyl]boronic acid), BrC=1C=C2C(=CNC2=C(C1)C(=O)N)C1CCS(CC1)(=O)=O (5-bromo-3-(1,1-dioxidotetrahydro-2H-thiopyran-4-yl)-1H-indole-7-carboxamide), C([O-])([O-])=O.[K+].[K+] (potassium carbonate). Run in O1CCOCC1.O (dioxane water). Run at temperature 150 celsius. Yields the product CN(C1=CC=C(C=N1)C=1C=C2C(=CNC2=C(C1)C(=O)N)C1CCS(CC1)(=O)=O)C (5-[6-(Dimethylamino)-3-pyridinyl]-3-(1,1-dioxidotetrahydro-2H-thiopyran-4-yl)-1H-indole-7-carboxamide). Isolated yield 34.8%. RXN SMILES: [CH3:1][N:2]([CH3:12])[C:3]1[N:8]=[CH:7][C:6](B(O)O)=[CH:5][CH:4]=1.Br[C:14]1[CH:15]=[C:16]2[C:20](=[C:21]([C:23]([NH2:25])=[O:24])[CH:22]=1)[NH:19][CH:18]=[C:17]2[CH:26]1[CH2:31][CH2:30][S:29](=[O:33])(=[O:32])[CH2:28][CH2:27]1.C(=O)([O-])[O-].[K+].[K+]>O1CCOCC1.O>[CH3:1][N:2]([CH3:12])[C:3]1[N:8]=[CH:7][C:6]([C:14]2[CH:15]=[C:16]3[C:20](=[C:21]([C:23]([NH2:25])=[O:24])[CH:22]=2)[NH:19][CH:18]=[C:17]3[CH:26]2[CH2:27][CH2:28][S:29](=[O:32])(=[O:33])[CH2:30][CH2:31]2)=[CH:5][CH:4]=1 |f:2.3.4,5.6|. Reported procedure: [6-(Dimethylamino)-3-pyridinyl]boronic acid (34 mg, 0.202 mmol), 5-bromo-3-(1,1-dioxidotetrahydro-2H-thiopyran-4-yl)-1H-indole-7-carboxamide (75 mg, 0.202 mmol) and potassium carbonate (84 mg, 0.606 mmol) were suspended in 4 mL of dioxane:water (3:1) and degassed for a few minutes with nitrogen gas. Pd(PPh3)4 (23 mg) was then added and the reaction mixture was heated in a microwave oven at 150° C. for 40 minutes on ‘high’ absorption setting. After heating, LCMS of all crude reaction mixtures sho... The product is C(C)(=S)SC(C(=O)OCC)CCC1=CC=C(C=C1)C1=C(C=CC=C1)Cl (ethyl α-thioacetylthio-γ-(2'-chloro-4-biphenylyl)butyrate). The solvent is C(C)O (ethanol). Procedure: A mixture of 0.2 moles of sodium dithioacetate and 0.12 moles of ethyl α-chloro-γ-(2'-chloro-4-biphenylyl)butyrate in 300 ml. of absolute ethanol is stirred at room temperature for 15 hours. The reaction mixture is filtered, washed with absolute ethanol and evaporated to dryness in vacuo. The residue is treated with ether, filtered and evaporated to obtain ethyl α-thioacetylthio-γ-(2'-chloro-4-biphenylyl)butyrate. RXN SMILES: [C:1]([S-:4])(=[S:3])[CH3:2].[Na+].Cl[CH:7]([CH2:13][CH2:14][C:15]1[CH:20]=[CH:19][C:18]([C:21]2[CH:26]=[CH:25][CH:24]=[CH:23][C:22]=2[Cl:27])=[CH:17][CH:16]=1)[C:8]([O:10][CH2:11][CH3:12])=[O:9]>C(O)C>[C:1]([S:4][CH:7]([CH2:13][CH2:14][C:15]1[CH:20]=[CH:19][C:18]([C:21]2[CH:26]=[CH:25][CH:24]=[CH:23][C:22]=2[Cl:27])=[CH:17][CH:16]=1)[C:8]([O:10][CH2:11][CH3:12])=[O:9])(=[S:3])[CH3:2] |f:0.1|. The reactants are C(C)(=S)[S-].[Na+] (sodium dithioacetate), ClC(C(=O)OCC)CCC1=CC=C(C=C1)C1=C(C=CC=C1)Cl (ethyl α-chloro-γ-(2'-chloro-4-biphenylyl)butyrate). RXN SMILES: [C:1](#[N:2])[c:3]1[c:4]([O:5][CH2:6][CH:7]2[CH2:8][O:9]2)[cH:10][cH:11][cH:12][cH:13]1.[NH2:14][CH2:15][CH2:16][c:17]1[nH:18][c:19]2[c:20]([n:21]1)[cH:22][cH:23][c:24]([C:26]1=[N:31][NH:30][C:29](=[O:32])[CH2:28][CH2:27]1)[cH:25]2>>[C:1](#[N:2])[c:3]1[c:4]([O:5][CH2:6][CH:7]([CH2:8][NH:14][CH2:15][CH2:16][c:17]2[nH:18][c:19]3[c:20]([n:21]2)[cH:22][cH:23][c:24]([C:26]2=[N:31][NH:30][C:29](=[O:32])[CH2:28][CH2:27]2)[cH:25]3)[OH:9])[cH:10][cH:11][cH:12][cH:13]1. The product is N#Cc1ccccc1OCC(O)CNCCc1nc2ccc(C3=NNC(=O)CC3)cc2[nH]1. Reactants: N#Cc1ccccc1OCC1CO1, NCCc1nc2ccc(C3=NNC(=O)CC3)cc2[nH]1.